From a dataset of the Open Reaction Database (ORD), a public repository of structured organic reaction records. describe an organic reaction: reactants, conditions, products, and yield The reactants are NC1=C(C=C(C=C1)Br)NC1=NC(=NC=C1)N (4-N-(2-amino-5-bromophenyl)pyrimidine-2,4-diamine), ClC(CC(OC)=N)(Cl)Cl (methyl 2,2,2-trichloroethanecarboximidate). Solvent: O (water), C(C)(=O)O (acetic acid). The product is BrC=1C=CC2=C(N(C(=N2)C(Cl)(Cl)Cl)C2=NC(=NC=C2)N)C1 (4-[6-bromo-2-(trichloromethyl)-1H-1,3-benzodiazol-1-yl]pyrimidin-2-amine). Yield: 81.2%. Reaction SMILES: [NH2:1][C:2]1[CH:7]=[CH:6][C:5]([Br:8])=[CH:4][C:3]=1[NH:9][C:10]1[CH:15]=[CH:14][N:13]=[C:12]([NH2:16])[N:11]=1.[Cl:17][C:18]([Cl:25])([Cl:24])[CH2:19]C(=N)OC>C(O)(=O)C.O>[Br:8][C:5]1[CH:6]=[CH:7][C:2]2[N:1]=[C:19]([C:18]([Cl:25])([Cl:24])[Cl:17])[N:9]([C:10]3[CH:15]=[CH:14][N:13]=[C:12]([NH2:16])[N:11]=3)[C:3]=2[CH:4]=1. Procedure details: To a solution of 4-N-(2-amino-5-bromophenyl)pyrimidine-2,4-diamine (16.5 g, 58.90 mmol) in acetic acid (55 mL) was added methyl 2,2,2-trichloroethanecarboximidate (11 g, 62.35 mmol) dropwise with stirring. The reaction mixture was stirred at room temperature for 3 hr and then at 45° C. overnight. The resulting solution was diluted with 100 mL of water and the precipitate was collected by filtration. The solid was dried in a vacuum oven to give 19.5 g (81%) of 4-[6-bromo-2-(trichloromethyl)-1H-1,... The reactants are [C-]#N, [C-]#N, CCOC(=O)N1c2ccc(OS(=O)(=O)C(F)(F)F)nc2C(Nc2ncc(N3CCOCC3)c(Cc3cc(C(F)(F)F)cc(C(F)(F)F)c3)n2)CC1CC, CCOC(C)=O, CN(C)C=O, O, [Zn+2], c1ccc(P(c2ccccc2)(c2ccccc2)[Pd](P(c2ccccc2)(c2ccccc2)c2ccccc2)(P(c2ccccc2)(c2ccccc2)c2ccccc2)P(c2ccccc2)(c2ccccc2)c2ccccc2)cc1. The product is CCOC(=O)N1c2ccc(C#N)nc2C(Nc2ncc(N3CCOCC3)c(Cc3cc(C(F)(F)F)cc(C(F)(F)F)c3)n2)CC1CC. RXN SMILES: [C-:137]#[N:138].[C-:140]#[N:141].[CH2:1]([CH3:2])[O:3][C:4](=[O:5])[N:6]1[CH:7]([CH2:52][CH3:53])[CH2:8][CH:9]([NH:24][c:25]2[n:26][cH:27][c:28]([N:46]3[CH2:47][CH2:48][O:49][CH2:50][CH2:51]3)[c:29]([CH2:31][c:32]3[cH:33][c:34]([C:42]([F:43])([F:44])[F:45])[cH:35][c:36]([C:38]([F:39])([F:40])[F:41])[cH:37]3)[n:30]2)[c:10]2[n:11][c:12]([O:16][S:17]([C:18]([F:19])([F:20])[F:21])(=[O:22])=[O:23])[cH:13][cH:14][c:15]21.[CH3:142][CH2:143][O:144][C:145](=[O:146])[CH3:147].[CH3:54][N:55]([CH3:56])[CH:57]=[O:58].[OH2:59].[Zn+2:139].[cH:60]1[cH:61][cH:62][c:63]([P:64]([Pd:65]([P:66]([c:67]2[cH:68][cH:69][cH:70][cH:71][cH:72]2)([c:73]2[cH:74][cH:75][cH:76][cH:77][cH:78]2)[c:79]2[cH:80][cH:81][cH:82][cH:83][cH:84]2)([P:85]([c:86]2[cH:87][cH:88][cH:89][cH:90][cH:91]2)([c:92]2[cH:93][cH:94][cH:95][cH:96][cH:97]2)[c:98]2[cH:99][cH:100][cH:101][cH:102][cH:103]2)[P:104]([c:105]2[cH:106][cH:107][cH:108][cH:109][cH:110]2)([c:111]2[cH:112][cH:113][cH:114][cH:115][cH:116]2)[c:117]2[cH:118][cH:119][cH:120][cH:121][cH:122]2)([c:123]2[cH:124][cH:125][cH:126][cH:127][cH:128]2)[c:129]2[cH:130][cH:131][cH:132][cH:133][cH:134]2)[cH:135][cH:136]1>>[CH2:1]([CH3:2])[O:3][C:4](=[O:5])[N:6]1[CH:7]([CH2:52][CH3:53])[CH2:8][CH:9]([NH:24][c:25]2[n:26][cH:27][c:28]([N:46]3[CH2:47][CH2:48][O:49][CH2:50][CH2:51]3)[c:29]([CH2:31][c:32]3[cH:33][c:34]([C:42]([F:43])([F:44])[F:45])[cH:35][c:36]([C:38]([F:39])([F:40])[F:41])[cH:37]3)[n:30]2)[c:10]2[n:11][c:12]([C:54]#[N:55])[cH:13][cH:14][c:15]21. The reactants are FCCN1C2=CC=CC=C2C=2C(CCCC12)C(=O)O (9-(2-Fluoro-ethyl)-2,3,4,9-tetrahydro-1H-carbazole-4-carboxylic acid), C(C(=O)Cl)(=O)Cl (oxalyl chloride), CN(C)C=O (DMF). Solvent: ClCCl (dichloromethane). The product is FCCN1C2=CC=CC=C2C=2C(CCCC12)C(=O)Cl (9-(2-Fluoro-ethyl)-2,3,4,9-tetrahydro-1H-carbazole-4-carbonyl chloride). Isolated yield 102.0%. Reaction SMILES: [F:1][CH2:2][CH2:3][N:4]1[C:16]2[CH2:15][CH2:14][CH2:13][CH:12]([C:17]([OH:19])=O)[C:11]=2[C:10]2[C:5]1=[CH:6][CH:7]=[CH:8][CH:9]=2.C(Cl)(=O)C([Cl:23])=O.CN(C=O)C>ClCCl>[F:1][CH2:2][CH2:3][N:4]1[C:16]2[CH2:15][CH2:14][CH2:13][CH:12]([C:17]([Cl:23])=[O:19])[C:11]=2[C:10]2[C:5]1=[CH:6][CH:7]=[CH:8][CH:9]=2. Reported procedure: 9-(2-Fluoro-ethyl)-2,3,4,9-tetrahydro-1H-carbazole-4-carboxylic acid (31) (0.5 g, 1.91 mmol) in dry dichloromethane (6 mL) was stirred under an atmosphere of nitrogen at room temperature with oxalyl chloride (490 mg, 3.8 mmol, 0.34 mL) and a drop of DMF. The reaction was concentrated in vacuo to afford 545 mg (quantitative) of 9-(2-fluoro-ethyl)-2,3,4,9-tetrahydro-1H-carbazole-4-carbonyl chloride (32) which was used in the next step without purification. The structure was confirmed by 13C NMR (7... The reactants are FC1(CC(CCC1)(O)CNC(=O)C=1C=2C=CC(=NC2C=CC1Cl)Cl)F (2,6-dichloro-quinoline-5-carboxylic acid (3,3-difluoro-1-hydroxycyclohexylmethyl)-amide), CCN(C(C)C)C(C)C (DIPEA), C(C)N(C1CNCC1)CC (3-diethylaminopyrrolidine). Product: FC1(CC(CCC1)(O)CNC(=O)C=1C=2C=CC(=NC2C=CC1Cl)N1CC(CC1)N(CC)CC)F (6-Chloro-2-(3-diethylamino-pyrrolidin-1-yl)-quinoline-5-carboxylic acid (3,3-difluoro-1-hydroxycyclohexylmethyl)-amide). Reaction SMILES: [F:1][C:2]1([F:25])[CH2:7][CH2:6][CH2:5][C:4]([CH2:9][NH:10][C:11]([C:13]2[C:14]3[CH:15]=[CH:16][C:17](Cl)=[N:18][C:19]=3[CH:20]=[CH:21][C:22]=2[Cl:23])=[O:12])([OH:8])[CH2:3]1.CCN(C(C)C)C(C)C.[CH2:35]([N:37]([CH2:43][CH3:44])[CH:38]1[CH2:42][CH2:41][NH:40][CH2:39]1)[CH3:36]>>[F:1][C:2]1([F:25])[CH2:7][CH2:6][CH2:5][C:4]([CH2:9][NH:10][C:11]([C:13]2[C:14]3[CH:15]=[CH:16][C:17]([N:40]4[CH2:41][CH2:42][CH:38]([N:37]([CH2:43][CH3:44])[CH2:35][CH3:36])[CH2:39]4)=[N:18][C:19]=3[CH:20]=[CH:21][C:22]=2[Cl:23])=[O:12])([OH:8])[CH2:3]1. Procedure: The title compound was synthesized according to the procedure described in example 1 using 2,6-dichloro-quinoline-5-carboxylic acid (3,3-difluoro-1-hydroxycyclohexylmethyl)-amide, DIPEA and 3-diethylaminopyrrolidine. 1H NMR (400 MHz, DMSO-d6) δ ppm 8.75 (1H), 7.85 (m, 1H), 7.58 (2H), 7.05 (1H), 4.56 (s, 1H), 3.89 (m, 1H), 3.70 (m, 1H), 3.45 (m, 3H), 3.34 (m, 2H), 3.26 (m, 1H), 2.63 (m, 4H), 2.06 (m, 2H), 1.85 (m, 2H), 1.74-1.76 (m, 2H), 1.27-1.32 (m, 2H), 0.98 (m, 5H). m/z: 496 [M+H] Starting materials: CC(C(C)(C)O1)(C)OB1C2=CC=C(C3=CC=CN=C3)N=C2, ClC1=CC2=C(C=CN2)C=C1. Reagents/catalysts: CC(C)(C)C1=CC=C(C=C1)C2=CC=C(C=C2)C(C)(C)C, [O-]P(=O)([O-])[O-].[K+].[K+].[K+], CC(C1=CC(C(C)C)=C(C2=CC=CC=C2P(C3CCCCC3)C4CCCCC4)C(C(C)C)=C1)C.NC5=CC=CC=C5C6=CC=CC=[C-]6.Cl[Pd+]. The solvent is C1CCOC1, O (water), C1CCOC1. Isolated yield 36.0%. The product is C12=C(NC=C2)C=C(C3=CC=C(N=C3)C4=CC=CN=C4)C=C1. Conditions: temperature 25 celsius, time 24 hour. Reactants: NC(=O)C1=NC(=NO1)C1=CC(=C(OCCCC2=CC(=NO2)C)C(=C1)C)C (5-{3-[4-(5-Aminocarbonyl-1,2,4-oxadiazol-3-yl)-2,6-dimethylphenoxy]propyl}-3-methylisoxazole), N1=CC=CC=C1 (pyridine), FC(C(=O)OC(C(F)(F)F)=O)(F)F (trifluoroacetic anhydride). Solvent: O (water), O1CCCC1 (tetrahydrofuran). Reaction conditions: temperature 0 celsius, time 18 hour. The product is C(#N)C1=NC(=NO1)C1=CC(=C(OCCCC2=CC(=NO2)C)C(=C1)C)C (5-{3-[4-(5-Cyano-1,2,4-oxadiazol-3-yl)-2,6-dimethylphenoxy]propyl}-3-methylisoxazole). Isolated yield 90.6%. RXN SMILES: [NH2:1][C:2]([C:4]1[O:8][N:7]=[C:6]([C:9]2[CH:24]=[C:23]([CH3:25])[C:12]([O:13][CH2:14][CH2:15][CH2:16][C:17]3[O:21][N:20]=[C:19]([CH3:22])[CH:18]=3)=[C:11]([CH3:26])[CH:10]=2)[N:5]=1)=O.N1C=CC=CC=1.FC(F)(F)C(OC(=O)C(F)(F)F)=O>O1CCCC1.O>[C:2]([C:4]1[O:8][N:7]=[C:6]([C:9]2[CH:10]=[C:11]([CH3:26])[C:12]([O:13][CH2:14][CH2:15][CH2:16][C:17]3[O:21][N:20]=[C:19]([CH3:22])[CH:18]=3)=[C:23]([CH3:25])[CH:24]=2)[N:5]=1)#[N:1]. Procedure: To a chilled (0° C.) suspension of the product of Example 38 (1.60 g, 4.50 mmol) and dry pyridine (11.2 mL) in dry tetrahydrofuran (27 mL) was added trifluoroacetic anhydride (1.90 mL, 13.5 mmol). The mixture was stirred at 0° C. for 4 hours and at room temperature for 18 hours, diluted with water (100 mL), and extracted with ethyl acetate (2×25 mL). The combined organic phases were washed with 1N HCl (3×), brine, dried (MgSO4), and concentrated in vacuo. The red solid obtained (1.67 g) was chro... The reactants are CCO, [H][H], C1CCOC1, CCOC(=O)COc1ccc2c(c1)CC(N(CC(O)COc1ccccc1)C(C)c1ccccc1)CCC2. The product is CCOC(=O)COc1ccc2c(c1)CC(NCC(O)COc1ccccc1)CCC2. RXN SMILES: [CH3:41][CH2:42][OH:43].[H:39][H:40].[O:44]1[CH2:45][CH2:46][CH2:47][CH2:48]1.[c:1]1([CH:2]([CH3:3])[N:9]([CH2:10][CH:11]([CH2:12][O:13][c:14]2[cH:15][cH:16][cH:17][cH:18][cH:19]2)[OH:20])[CH:21]2[CH2:22][c:23]3[c:24]([cH:28][cH:29][c:30]([O:32][CH2:33][C:34](=[O:35])[O:36][CH2:37][CH3:38])[cH:31]3)[CH2:25][CH2:26][CH2:27]2)[cH:4][cH:5][cH:6][cH:7][cH:8]1>>[NH:9]([CH2:10][CH:11]([CH2:12][O:13][c:14]1[cH:15][cH:16][cH:17][cH:18][cH:19]1)[OH:20])[CH:21]1[CH2:22][c:23]2[c:24]([cH:28][cH:29][c:30]([O:32][CH2:33][C:34](=[O:35])[O:36][CH2:37][CH3:38])[cH:31]2)[CH2:25][CH2:26][CH2:27]1. Reactants: CC(=O)O, Oc1ccc(F)c(F)c1, O=[N+]([O-])O. The product is O=[N+]([O-])c1cc(F)c(F)cc1O. RXN SMILES: [CH3:14][C:15](=[O:16])[OH:17].[F:1][c:2]1[cH:3][c:4]([OH:9])[cH:5][cH:6][c:7]1[F:8].[OH:10][N+:11]([O-:12])=[O:13]>>[F:1][c:2]1[cH:3][c:4]([OH:9])[c:5]([N+:11](=[O:10])[O-:12])[cH:6][c:7]1[F:8]. Reactants: OC1=CC2=C(C(CO2)O)C=C1 (6-hydroxy-2,3-dihydrobenzofuran-3-ol), Cl (hydrochloric acid). Solvent: [Cl-].[Na+].O (brine), C1CCOC1 (THF). Reaction conditions: temperature 65 celsius, time 2 hour. The product is O1C=CC2=C1C=C(C=C2)O (1-Benzofuran-6-ol). RXN SMILES: [OH:1][C:2]1[CH:11]=[CH:10][C:5]2[CH:6](O)[CH2:7][O:8][C:4]=2[CH:3]=1.Cl>C1COCC1.[Cl-].[Na+].O>[O:8]1[C:4]2[CH:3]=[C:2]([OH:1])[CH:11]=[CH:10][C:5]=2[CH:6]=[CH:7]1 |f:3.4.5|. Reported procedure: To a stirred solution of 6-hydroxy-2,3-dihydrobenzofuran-3-ol (35.2 g, 0.2 mol) in THF (1.3 L) was added hydrochloric acid (323 mL, 1.0 N). The mixture was stirred at 65° C. for 2 h. After cooling to room temperature, it was diluted with brine (2.0 L), extracted with ethyl acetate (4.0 L), dried over magnesium sulfate, filtered and concentrated. The crude product was purified on a silica gel column, eluting with ethyl acetate (1-30%) in heptane. The final product was collected as light brown sol...